This data is from the Open Reaction Database (ORD), a public repository of structured organic reaction records. The task is: describe an organic reaction: reactants, conditions, products, and yield Starting materials: CC1=CC=C(C=C1)S(=O)(=O)OCC1(C=2N(CCC1)C(=NN2)C2=CC(=C(C=C2)C2=CN=C(O2)C)OC)C2=CC(=C(C=C2)Cl)Cl ({8-(3,4-dichlorophenyl)-3-[3-methoxy-4-(2-methyl-1,3-oxazol-5-yl)phenyl]-5,6,7,8-tetrahydro[1,2,4]triazolo[4,3-a]pyridin-8-yl}methyl 4-methylbenzenesulfonate), [N-]=[N+]=[N-].[Na+] (sodium azide), O (Water). Solvent: CS(=O)C (DMSO). Reaction conditions: temperature 100 celsius, time 2 day. Product: ClC=1C=C(C=CC1Cl)C1(C=2N(CCC1)C(=NN2)C2=CC(=C(C=C2)C2=CN=C(O2)C)OC)CN (1-{8-(3,4-dichlorophenyl)-3-[3-methoxy-4-(2-methyl-1,3-oxazol-5-yl)phenyl]-5,6,7,8-tetrahydro[1,2,4]triazolo[4,3-a]pyridin-8-yl}methanamine). The yield is 48.9%. RXN SMILES: CC1C=CC(S(O[CH2:12][C:13]2([C:36]3[CH:41]=[CH:40][C:39]([Cl:42])=[C:38]([Cl:43])[CH:37]=3)[CH2:18][CH2:17][CH2:16][N:15]3[C:19]([C:22]4[CH:27]=[CH:26][C:25]([C:28]5[O:32][C:31]([CH3:33])=[N:30][CH:29]=5)=[C:24]([O:34][CH3:35])[CH:23]=4)=[N:20][N:21]=[C:14]23)(=O)=O)=CC=1.[N-:44]=[N+]=[N-].[Na+].O>CS(C)=O>[Cl:43][C:38]1[CH:37]=[C:36]([C:13]2([CH2:12][NH2:44])[CH2:18][CH2:17][CH2:16][N:15]3[C:19]([C:22]4[CH:27]=[CH:26][C:25]([C:28]5[O:32][C:31]([CH3:33])=[N:30][CH:29]=5)=[C:24]([O:34][CH3:35])[CH:23]=4)=[N:20][N:21]=[C:14]23)[CH:41]=[CH:40][C:39]=1[Cl:42] |f:1.2|. Reported procedure: A mixture of {8-(3,4-dichlorophenyl)-3-[3-methoxy-4-(2-methyl-1,3-oxazol-5-yl)phenyl]-5,6,7,8-tetrahydro[1,2,4]triazolo[4,3-a]pyridin-8-yl}methyl 4-methylbenzenesulfonate (150 mg) and sodium azide (45.8 mg) in DMSO (2 mL) was stirred at 100° C. for 2 days. Water was added to the reaction mixture, and the precipitated solid was collected by filtration. The solid was dissolved in THF (2 mL)/water (2 mL), diphenylphosphino-polystyrene (1.99 mmol/g, 236 mg) was added, and the mixture was stirred at ... Reactants: C(C)N(S(=O)(=O)C=1C=CC=C(C(=O)O)C1Cl)CC (5-diethylaminosulfonyl-6-chlorobenzoic acid), 5-hexamethyleneiminosulfonyl-6-bromobenzoic acid, C(CC)N(S(=O)(=O)C=1C=CC=C(C(=O)O)C1F)CCC (5-di-n-propylaminosulfonyl-6-fluorobenzoic acid), ClC1=C(CNS(=O)(=O)C=2C=CC=C(C(=O)O)C2C)C=CC=C1Cl (5-(2,3-dichlorobenzylaminosulfonyl)-6-methylbenzoic acid), CC1(CCN(CC1)S(=O)(=O)C=1C=CC=C(C(=O)O)C1C)C (5-(4,4-dimethylpiperidinosulfonyl)-6-methylbenzoic acid), C[C@@H]1CN(C[C@@H](C1)C)S(=O)(=O)C=1C=CC=C(C(=O)O)C1Br (5-(cis-3,5-dimethylpiperidinosulfonyl)-6-bromobenzoic acid), 5-(2-p-chlorophenethylaminosulfonyl)-6-methylbenzoic acid, CN(S(=O)(=O)C=1C=CC=C(C(=O)O)C1Br)C (5-dimethylaminosulfonyl-6-bromobenzoic acid), C1(=CC=CC=C1)NS(=O)(=O)C=1C=CC=C(C(=O)O)C1Br (5-phenylaminosulfonyl-6-bromobenzoic acid), 5-(2-p-chlorophenethylaminosulfonyl)-6-chlorobenzoic acid, O1CCN(CC1)S(=O)(=O)C=1C=CC=C(C(=O)O)C1C (5-morpholinosulfonyl-6-methylbenzoic acid), N1(CCCCC1)S(=O)(=O)C=1C=CC=C(C(=O)O)C1F (5-piperidinosulfonyl-6-fluorobenzoic acid), CC1N(CCC(C1)C)S(=O)(=O)C=1C=CC=C(C(=O)O)C1C (5-(2,4-dimethylpiperidinosulfonyl)-6-methylbenzoic acid), N1(CCCCC1)S(=O)(=O)C=1C=CC=C(C(=O)O)C1Br (5-piperidinosulfonyl-6-bromobenzoic acid), C(CCC)N(S(=O)(=O)C=1C=CC=C(C(=O)O)C1C)CCCC (5-di-n-butylaminosulfonyl-6-methylbenzoic acid), 5-hexamethyleneiminosulfonyl-6-fluorobenzoic acid, 5-(2-p-bromophenethylaminosulfonyl)-6-fluorobenzoic acid. Yields the product O1CCN(CC1)S(=O)(=O)C=1C=CC=C(C(=O)O)C1Cl (5-morpholinosulfonyl-6-chlorobenzoic acid). Reaction SMILES: [CH2:1]([N:3]([CH2:17][CH3:18])[S:4]([C:7]1[CH:8]=[CH:9][CH:10]=[C:11]([C:15]=1[Cl:16])[C:12]([OH:14])=[O:13])(=[O:6])=[O:5])[CH3:2].N1(S(C2C=CC=C(C=2F)C(O)=O)(=O)=[O:26])CCCCC1.C(N(CCC)S(C1C=CC=C(C=1F)C(O)=O)(=O)=O)CC.C1(NS(C2C=CC=C(C=2Br)C(O)=O)(=O)=O)C=CC=CC=1.C[C@H]1C[C@@H](C)CN(S(C2C=CC=C(C=2Br)C(O)=O)(=O)=O)C1.CN(C)S(C1C=CC=C(C=1Br)C(O)=O)(=O)=O.N1(S(C2C=CC=C(C=2Br)C(O)=O)(=O)=O)CCCCC1.CC1CC(C)CCN1S(C1C=CC=C(C=1C)C(O)=O)(=O)=O.CC1(C)CCN(S(C2C=CC=C(C=2C)C(O)=O)(=O)=O)CC1.ClC1C(Cl)=CC=CC=1CNS(C1C=CC=C(C=1C)C(O)=O)(=O)=O.C(N(CCCC)S(C1C=CC=C(C=1C)C(O)=O)(=O)=O)CCC.O1CCN(S(C2C=CC=C(C=2C)C(O)=O)(=O)=O)CC1>>[O:26]1[CH2:2][CH2:1][N:3]([S:4]([C:7]2[CH:8]=[CH:9][CH:10]=[C:11]([C:15]=2[Cl:16])[C:12]([OH:14])=[O:13])(=[O:5])=[O:6])[CH2:17][CH2:18]1. Procedure details: 5-diethylaminosulfonyl-6-chlorobenzoic acid; 5-(2-p-chlorophenethylaminosulfonyl)-6-chlorobenzoic acid; 5-hexamethyleneiminosulfonyl-6-fluorobenzoic acid; 5-piperidinosulfonyl-6-fluorobenzoic acid; 5-di-n-propylaminosulfonyl-6-fluorobenzoic acid; 5-(2-p-bromophenethylaminosulfonyl)-6-fluorobenzoic acid; 5-phenylaminosulfonyl-6-bromobenzoic acid; 5-(cis-3,5-dimethylpiperidinosulfonyl)-6-bromobenzoic acid; 5-dimethylaminosulfonyl-6-bromobenzoic acid; 5-hexamethyleneiminosulfonyl-6-bromobenzoic aci... Starting materials: NC=1N(C=C(N1)CCCCCC#C)C(=O)OC(C)(C)C (tert-butyl 2-amino-4-(hept-6-ynyl)-1H-imidazole-1-carboxylate), N(=[N+]=[N-])CCNC(\C(=C\C1=CC=CC=C1)\C)=O ((E)-N-(2-azidoethyl)-2-methyl-3-phenylacrylamide). Product: NC=1N(C=C(N1)CCCCCC=1N=NN(C1)CCNC(\C(=C\C1=CC=CC=C1)\C)=O)C(=O)OC(C)(C)C ((E)-tert-butyl 2-amino-4-(5-(1-(2-(2-methyl-3-phenylacrylamido)ethyl)-1H-1,2,3-triazol-4-yl)pentyl)-1H-imidazole-1-carboxylate). As a reaction SMILES: [NH2:1][C:2]1[N:3]([C:14]([O:16][C:17]([CH3:20])([CH3:19])[CH3:18])=[O:15])[CH:4]=[C:5]([CH2:7][CH2:8][CH2:9][CH2:10][CH2:11][C:12]#[CH:13])[N:6]=1.[N:21]([CH2:24][CH2:25][NH:26][C:27](=[O:37])/[C:28](/[CH3:36])=[CH:29]/[C:30]1[CH:35]=[CH:34][CH:33]=[CH:32][CH:31]=1)=[N+:22]=[N-:23]>>[NH2:1][C:2]1[N:3]([C:14]([O:16][C:17]([CH3:20])([CH3:19])[CH3:18])=[O:15])[CH:4]=[C:5]([CH2:7][CH2:8][CH2:9][CH2:10][CH2:11][C:12]2[N:23]=[N:22][N:21]([CH2:24][CH2:25][NH:26][C:27](=[O:37])/[C:28](/[CH3:36])=[CH:29]/[C:30]3[CH:35]=[CH:34][CH:33]=[CH:32][CH:31]=3)[CH:13]=2)[N:6]=1. Procedure: tert-butyl 2-amino-4-(hept-6-ynyl)-1H-imidazole-1-carboxylate (0.1103 g, 0.397 mmol) was reacted with (E)-N-(2-azidoethyl)-2-methyl-3-phenylacrylamide (0.092 g, 0.397 mmol) following the general click procedure to give (E)-tert-butyl 2-amino-4-(5-(1-(2-(2-methyl-3-phenylacrylamido)ethyl)-1H-1,2,3-triazol-4-yl)pentyl)-1H-imidazole-1-carboxylate 1H NMR (300 MHz, CDCl3) δ 7.28 (m, 7H), δ 6.94 (s, 2H), 6.06 (s, 2H), δ 4.46 (s, 2H), δ 3.79 (s, 2H), δ 2.61 (s, 2H), δ 2.27 (s, 2H0, δ 1.99 (s, 3H), δ 1.... Starting materials: ClC1=CC(=CC=C1)C(=O)OO (3-chloroperbenzoic acid), N1=CC=CC=2C(CCCC12)=O (5,6,7,8-Tetrahydroquinolin-5-one), C(O)([O-])=O.[Na+] (sodium hydrogen carbonate). Run in C(Cl)(Cl)Cl (chloroform), ClCCl (dichloromethane). Run at time 4 hour. Yields the product [N+]1(=CC=CC=2C(CCCC12)=O)[O-] (5,6,7,8-Tetrahydroquinolin-5-one N-oxide). Yield: 83.7%. RXN SMILES: [N:1]1[C:10]2[CH2:9][CH2:8][CH2:7][C:6](=[O:11])[C:5]=2[CH:4]=[CH:3][CH:2]=1.ClC1C=CC=C(C(OO)=[O:20])C=1.C(=O)([O-])O.[Na+]>ClCCl.C(Cl)(Cl)Cl>[N+:1]1([O-:20])[C:10]2[CH2:9][CH2:8][CH2:7][C:6](=[O:11])[C:5]=2[CH:4]=[CH:3][CH:2]=1 |f:2.3|. Procedure: 5,6,7,8-Tetrahydroquinolin-5-one (7.12 g) was dissolved in dichloromethane (138 mL), added with 3-chloroperbenzoic acid (14.5 g) under ice cooling, and stirred for 4 hours at the same temperature. After adding a saturated aqueous solution of sodium hydrogen carbonate and diluting with chloroform, insoluble was removed by filtration through Celite. After adding 1 mol/L aqueous solution of sodium hydroxide, it was extracted with chloroform and dried over anhydrous sodium sulfate. The solvent was t... The reactants are O=Cc1ccc(I)cc1, [Mg+2], O=S(=O)([O-])[O-], CC(N)Cc1ccccc1, c1ccccc1. Product: CC(Cc1ccccc1)N=Cc1ccc(I)cc1. RXN SMILES: [I:11][c:12]1[cH:13][cH:14][c:15]([CH:16]=[O:17])[cH:18][cH:19]1.[Mg+2:20].[O-:21][S:22]([O-:23])(=[O:24])=[O:25].[c:1]1([CH2:7][CH:8]([CH3:9])[NH2:10])[cH:2][cH:3][cH:4][cH:5][cH:6]1.[cH:26]1[cH:27][cH:28][cH:29][cH:30][cH:31]1>>[c:1]1([CH2:7][CH:8]([CH3:9])[N:10]=[CH:16][c:15]2[cH:14][cH:13][c:12]([I:11])[cH:19][cH:18]2)[cH:2][cH:3][cH:4][cH:5][cH:6]1. Reactants: COC(CCl)OC (chloroacetaldehyde dimethylacetal), O (water), Cl (hydrochloric acid), C(CC(=O)C)(=O)OCC (ethyl acetoacetate), ice water, Cl (hydrochloric acid). Solvent: N1=CC=CC=C1 (pyridine). Product: CC=1OC=CC1C(=O)O (2-methyl-3-furancarboxylic acid). RXN SMILES: CO[CH:3](OC)[CH2:4]Cl.O.Cl.[C:10]([O:16]CC)(=[O:15])[CH2:11][C:12]([CH3:14])=[O:13]>N1C=CC=CC=1>[CH3:14][C:12]1[O:13][CH:3]=[CH:4][C:11]=1[C:10]([OH:16])=[O:15]. Procedure details: A first reaction mixture of chloroacetaldehyde dimethylacetal (300 g), water (400 mL) and 36% hydrochloric acid (40 mL) was stirred and brought to reflux. When the first reaction mixture became homogenous, it was cooled and added to a stirred solution of ethyl acetoacetate (260 g) and pyridine (500 mL) and left stirring at ambient temperature for 72 hours, to produce a second reaction mixture. The organic layer was then separated from the second reaction mixture and the aqueous layer was diluted... Reactants: resultant mixture, COC=1C=C(C=CC1)CC(=O)O (3-methoxyphenylacetic acid), ClCC(C)=O (chloroacetone), C([O-])([O-])=O.[K+].[K+] (potassium carbonate). Solvent: C(C)#N (acetonitrile), C(C)(=O)OCC (ethyl acetate). Product: COC=1C=C(C=CC1)C=1C(OCC1C)=O (3-(3-Methoxyphenyl)-4-methyl-2(5H)-furanone). The yield is 78.3%. RXN SMILES: [CH3:1][O:2][C:3]1[CH:4]=[C:5]([CH2:9][C:10]([OH:12])=[O:11])[CH:6]=[CH:7][CH:8]=1.Cl[CH2:14][C:15](=O)[CH3:16].C(=O)([O-])[O-].[K+].[K+]>C(#N)C.C(OCC)(=O)C>[CH3:1][O:2][C:3]1[CH:4]=[C:5]([C:9]2[C:10](=[O:12])[O:11][CH2:14][C:15]=2[CH3:16])[CH:6]=[CH:7][CH:8]=1 |f:2.3.4|. Procedure: A mixture of 3-methoxyphenylacetic acid (3.32 g, 20 mmol), chloroacetone (2.02 g, 22 mmol) and potassium carbonate (6.07 g, 44 mmol) in acetonitrile (30 mL) was heated at reflux for 5 hours. The resultant mixture was cooled to room temperature, diluted with ethyl acetate (60 ml), filtered through a silica gel pad, and washed with ethyl acetate (2×50 mL). The filtrate was concentrated in vacuo and the residue was treated with ether and hexanes to give a yellowish solid (3.2 g, 78% yield). 1H NMR ... The reactants are CCOC(=O)C1CN(Cc2ccc(Br)c(F)c2)C1, OB(O)c1cc2ccc(Cc3ccccc3)cc2o1. Product: CCOC(=O)C1CN(Cc2ccc(-c3cc4ccc(Cc5ccccc5)cc4o3)c(F)c2)C1. Reaction SMILES: [Br:1][c:2]1[c:3]([F:18])[cH:4][c:5]([CH2:6][N:7]2[CH2:8][CH:9]([C:11](=[O:12])[O:13][CH2:14][CH3:15])[CH2:10]2)[cH:16][cH:17]1.[CH2:19]([c:20]1[cH:21][cH:22][cH:23][cH:24][cH:25]1)[c:26]1[cH:27][c:28]2[c:29]([cH:30][c:31]([B:33]([OH:34])[OH:35])[o:32]2)[cH:36][cH:37]1>>[c:2]1(-[c:31]2[cH:30][c:29]3[c:28]([cH:27][c:26]([CH2:19][c:20]4[cH:21][cH:22][cH:23][cH:24][cH:25]4)[cH:37][cH:36]3)[o:32]2)[c:3]([F:18])[cH:4][c:5]([CH2:6][N:7]2[CH2:8][CH:9]([C:11](=[O:12])[O:13][CH2:14][CH3:15])[CH2:10]2)[cH:16][cH:17]1. Reactants: C([C@H](O)C(C)(C)CO)(=O)[O-].[Ca+2].C([C@H](O)C(C)(C)CO)(=O)[O-] (calcium pantoate), C(C(=O)[O-])(=O)[O-].[Li+].[Li+] (lithium oxalate). Run in O (water). Conditions: time 4 hour. Yields the product O.C([C@H](O)C(C)(C)CO)(=O)[O-].[Li+] (lithium pantoate monohydrate). Reaction SMILES: C([O-])(=O)[C@@H](C(CO)(C)C)[OH:3].[Ca+2].[C:12]([O-:21])(=[O:20])[C@@H:13]([C:15]([CH2:18][OH:19])([CH3:17])[CH3:16])[OH:14].C([O-])(=O)C([O-])=O.[Li+:28].[Li+]>O>[OH2:3].[C:12]([O-:21])(=[O:20])[C@@H:13]([C:15]([CH2:18][OH:19])([CH3:17])[CH3:16])[OH:14].[Li+:28] |f:0.1.2,3.4.5,7.8.9|. Reported procedure: A slurry of 334 grams of DL-calcium pantoate and 102 grams of lithium oxalate in 600 grams of water was heated at boiling temperature with continuous stirring in the apparatus described in Example 1 for 4 hours. The resulting mixture was then filtered while hot and the calcium oxalate that was thus separated was washed three times with 70-milliliter portions of hot water. The filtrate and wash waters were then combined and evaporated in a rotary vacuum evaporator to a volume of 400 milliliters d...